Dataset: the Open Reaction Database (ORD), a public repository of structured organic reaction records. Task: describe an organic reaction: reactants, conditions, products, and yield Reactants: [Br-] (bromide), C(C1=CC=CC=C1)OC1=CC=CC2=C1NC(=N2)CC (7-benzyloxy-2-ethyl-1H-benzimidazole), Br.BrCC1=NC=CC=C1 (2-(bromomethyl)pyridine hydrobromide), [H-].[Na+] (sodium hydride). Solvent: CN(C)C=O (DMF). Run at time 16 hour. The product is C(C1=CC=CC=C1)OC1=CC=CC=2N(C(=NC21)CC)CC2=NC=CC=C2 (4-benzyloxy-2-ethyl-1-pyridin2-ylmethyl-1H-benzoimidazole). Reaction SMILES: [CH2:1]([O:8][C:9]1[C:14]2[NH:15][C:16]([CH2:18][CH3:19])=[N:17][C:13]=2[CH:12]=[CH:11][CH:10]=1)[C:2]1[CH:7]=[CH:6][CH:5]=[CH:4][CH:3]=1.[H-].[Na+].Br.Br[CH2:24][C:25]1[CH:30]=[CH:29][CH:28]=[CH:27][N:26]=1.[Br-]>CN(C=O)C>[CH2:1]([O:8][C:9]1[C:14]2[N:15]=[C:16]([CH2:18][CH3:19])[N:17]([CH2:24][C:25]3[CH:30]=[CH:29][CH:28]=[CH:27][N:26]=3)[C:13]=2[CH:12]=[CH:11][CH:10]=1)[C:2]1[CH:3]=[CH:4][CH:5]=[CH:6][CH:7]=1 |f:1.2,3.4|. Reported procedure: To a solution cold solution (ice bath) of 7-benzyloxy-2-ethyl-1H-benzimidazole prepared above (0.8 g, 3.17 mmol) in DMF (10 mL) was added sodium hydride (0.41 g, 10.47 mmol), followed by 2-(bromomethyl)pyridine hydrobromide (0.88 g, 3.49 mmol). After addition of the bromide the reaction mixture was allowed to warm to room temperature and stirred for 16 h. The reaction mixture was partitioned between water and ethyl acetate. Ethyl acetate layer was separated, dried (MgSO4), and concentrated to gi... The reactants are CSC1=Nc2ccccc2Cn2c1cc1ccccc12, ClCCl, OCCCN1CCNCC1. Yields the product OCCCN1CCN(C2=Nc3ccccc3Cn3c2cc2ccccc23)CC1. Reaction SMILES: [CH3:1][S:2][C:3]1=[N:4][c:5]2[c:6]([cH:17][cH:18][cH:19][cH:20]2)[CH2:7][n:8]2[c:9]1[cH:10][c:11]1[cH:12][cH:13][cH:14][cH:15][c:16]21.[Cl:31][CH2:32][Cl:33].[N:21]1([CH2:27][CH2:28][CH2:29][OH:30])[CH2:22][CH2:23][NH:24][CH2:25][CH2:26]1>>[C:3]1([N:24]2[CH2:23][CH2:22][N:21]([CH2:27][CH2:28][CH2:29][OH:30])[CH2:26][CH2:25]2)=[N:4][c:5]2[c:6]([cH:17][cH:18][cH:19][cH:20]2)[CH2:7][n:8]2[c:9]1[cH:10][c:11]1[cH:12][cH:13][cH:14][cH:15][c:16]21.